The task is: describe an organic reaction: reactants, conditions, products, and yield. This data is from the Open Reaction Database (ORD), a public repository of structured organic reaction records. Reactants: CCOC(=O)C(CCC#N)(c1ccccc1)c1ccccc1, CO, N. Yields the product O=C1NCCCC1(c1ccccc1)c1ccccc1. RXN SMILES: [C:1](#[N:2])[CH2:3][CH2:4][C:5]([C:6](=[O:7])[O:8][CH2:9][CH3:10])([c:11]1[cH:12][cH:13][cH:14][cH:15][cH:16]1)[c:17]1[cH:18][cH:19][cH:20][cH:21][cH:22]1.[CH3:24][OH:25].[NH3:23]>>[CH2:1]1[NH:2][C:6](=[O:7])[C:5]([c:11]2[cH:12][cH:13][cH:14][cH:15][cH:16]2)([c:17]2[cH:18][cH:19][cH:20][cH:21][cH:22]2)[CH2:4][CH2:3]1. The reactants are CC(=O)Oc1ccccc1C=CC(=O)O, CC(Cl)Cl, Cc1cccc(Nc2nc(NC3CCCCC3N)ncc2C(N)=O)c1, CN(C)C=O, O, On1nnc2ccccc21. Product: CC(=O)Oc1ccccc1C=CC(=O)NC1CCCCC1Nc1ncc(C(N)=O)c(Nc2cccc(C)c2)n1. As a reaction SMILES: [C:11]([CH3:12])(=[O:13])[O:14][c:15]1[c:16]([CH:21]=[CH:22][C:23](=[O:24])[OH:25])[cH:17][cH:18][cH:19][cH:20]1.[Cl:26][CH:27]([Cl:28])[CH3:29].[NH2:30][CH:31]1[CH:32]([NH:37][c:38]2[n:39][cH:40][c:41]([C:52](=[O:53])[NH2:54])[c:42]([NH:44][c:45]3[cH:46][c:47]([CH3:51])[cH:48][cH:49][cH:50]3)[n:43]2)[CH2:33][CH2:34][CH2:35][CH2:36]1.[O:56]=[CH:57][N:58]([CH3:59])[CH3:60].[OH2:55].[OH:1][n:2]1[c:3]2[c:4]([cH:5][cH:6][cH:7][cH:8]2)[n:9][n:10]1>>[C:11]([CH3:12])(=[O:13])[O:14][c:15]1[c:16]([CH:21]=[CH:22][C:23](=[O:25])[NH:30][CH:31]2[CH:32]([NH:37][c:38]3[n:39][cH:40][c:41]([C:52](=[O:53])[NH2:54])[c:42]([NH:44][c:45]4[cH:46][c:47]([CH3:51])[cH:48][cH:49][cH:50]4)[n:43]3)[CH2:33][CH2:34][CH2:35][CH2:36]2)[cH:17][cH:18][cH:19][cH:20]1. The reactants are C(C)OC(C(C)(S(=O)(=O)CC1CCOCC1)C)=O (2-methyl-2-(tetrahydro-pyran-4-ylmethanesulfonyl)-propionic acid ethyl ester), O.[OH-].[Li+] (lithium hydroxide monohydrate). Solvent: C(=O)(O)[O-].[Na+].[Cl-].[Na+].O (NaHCO3 brine). Conditions: time 18 hour. The product is CC(C(=O)O)(C)S(=O)(=O)CC1CCOCC1 (2-methyl-2-(tetrahydro-pyran-4-ylmethanesulfonyl)-propionic acid). The yield is 105.9%. As a reaction SMILES: C([O:3][C:4](=[O:18])[C:5]([CH3:17])([S:7]([CH2:10][CH:11]1[CH2:16][CH2:15][O:14][CH2:13][CH2:12]1)(=[O:9])=[O:8])[CH3:6])C.O.[OH-].[Li+]>C([O-])(O)=O.[Na+].[Cl-].[Na+].O>[CH3:17][C:5]([S:7]([CH2:10][CH:11]1[CH2:12][CH2:13][O:14][CH2:15][CH2:16]1)(=[O:9])=[O:8])([CH3:6])[C:4]([OH:18])=[O:3] |f:1.2.3,4.5.6.7.8|. Procedure: To a solution of 769 mg (2.77 mmol) of 2-methyl-2-(tetrahydro-pyran-4-ylmethanesulfonyl)-propionic acid ethyl ester in THF/water (1/1, 10 mL) were added 228 mg (5.43 mmol) of lithium hydroxide monohydrate. The reaction was stirred at room temperature for 18 h. The reaction was concentrated under reduced pressure. The residue was dissolved in water (10 mL) and washed with diethyl ether (2×25 mL). The aqueous layer was cooled in an ice bath and then acidified with 1M aqueous HCl solution to pH 2. ... RXN SMILES: [CH2:18]1[O:19][CH2:20][CH2:21][CH2:22]1.[CH3:16][OH:17].[Cl:1][c:2]1[c:3]([C:8](=[O:9])[N:10]2[CH2:11][CH2:12][O:13][CH2:14][CH2:15]2)[cH:4][n:5][cH:6][cH:7]1>>[Cl:1][c:2]1[c:3]([CH2:8][N:10]2[CH2:11][CH2:12][O:13][CH2:14][CH2:15]2)[cH:4][n:5][cH:6][cH:7]1. Reactants: C1CCOC1, CO, O=C(c1cnccc1Cl)N1CCOCC1. The product is Clc1ccncc1CN1CCOCC1. Starting materials: O=C(O)c1ccc(OCC(F)(F)C(F)F)cn1, CC1(c2cc(N)ccc2F)N=C(N)OCC1(F)F. Product: CC1(c2cc(NC(=O)c3ccc(OCC(F)(F)C(F)F)cn3)ccc2F)N=C(N)OCC1(F)F. RXN SMILES: [F:19][C:20]([CH2:21][O:22][c:23]1[cH:24][cH:25][c:26]([C:29](=[O:30])[OH:31])[n:27][cH:28]1)([CH:32]([F:33])[F:34])[F:35].[NH2:1][c:2]1[cH:3][cH:4][c:5]([F:18])[c:6]([C:8]2([CH3:17])[N:9]=[C:10]([NH2:16])[O:11][CH2:12][C:13]2([F:14])[F:15])[cH:7]1>>[NH:1]([c:2]1[cH:3][cH:4][c:5]([F:18])[c:6]([C:8]2([CH3:17])[N:9]=[C:10]([NH2:16])[O:11][CH2:12][C:13]2([F:14])[F:15])[cH:7]1)[C:29]([c:26]1[cH:25][cH:24][c:23]([O:22][CH2:21][C:20]([F:19])([CH:32]([F:33])[F:34])[F:35])[cH:28][n:27]1)=[O:30].